Dataset: the Open Reaction Database (ORD), a public repository of structured organic reaction records. Task: describe an organic reaction: reactants, conditions, products, and yield The reactants are ClC1=CC=C(C=C1)S(=O)(=O)C1(CCC(CC1)NS(=O)(=O)C(F)(F)F)C1=C(C=CC(=C1)F)F (trifluoromethanesulfonic acid, N-[4-(4-chlorobenzenesulfonyl)-4-(2,5-difluorophenyl)-cyclohexyl]-amide). Reagents/catalysts: [Pd] (palladium on carbon). Run at time 16 hour. Yields the product C1(=CC=CC=C1)S(=O)(=O)C1(CCC(CC1)NS(=O)(=O)C(F)(F)F)C1=C(C=CC(=C1)F)F (trifluoromethanesulfonic acid, N-[4-(benzenesulfonyl)-4-(2,5-difluorophenyl)-cyclohexyl]-amide). Isolated yield 96.5%. Reaction SMILES: Cl[C:2]1[CH:7]=[CH:6][C:5]([S:8]([C:11]2([C:25]3[CH:30]=[C:29]([F:31])[CH:28]=[CH:27][C:26]=3[F:32])[CH2:16][CH2:15][CH:14]([NH:17][S:18]([C:21]([F:24])([F:23])[F:22])(=[O:20])=[O:19])[CH2:13][CH2:12]2)(=[O:10])=[O:9])=[CH:4][CH:3]=1>[Pd]>[C:5]1([S:8]([C:11]2([C:25]3[CH:30]=[C:29]([F:31])[CH:28]=[CH:27][C:26]=3[F:32])[CH2:12][CH2:13][CH:14]([NH:17][S:18]([C:21]([F:23])([F:24])[F:22])(=[O:20])=[O:19])[CH2:15][CH2:16]2)(=[O:9])=[O:10])[CH:4]=[CH:3][CH:2]=[CH:7][CH:6]=1. Reported procedure: A solution of the product from Example 47 (0.28 g, 0.6 mmol) was flushed with nitrogen, 10% palladium on carbon (0.03 g, 10% w/w) was added, and the mixture was hydrogenated at 40 psi for 16 hours. Filtration and evaporation in vacuo gave the product (0.28 g, 99%). 1H NMR (CDCl3, 400 MHz): 1.61-1.68 (2H, m), 2.03-2.07 (2H, m), 2.44 (2H, bt, J=13.2), 2.63 (2H, bd, J=13.5), 3.78-3.82 (1H, m), 5.64 (1H, d, J=8.4), 6.78-6.85 (1H, m), 6.99-7.08 (2H, m), 7.38-7.43 (4H, m), 7.60-7.65 (1H, m). Starting materials: FC1=CC2=C(N(C(N2)=O)C2CCN(CC2)C[C@@H](COC2=C(C=CC(=C2)OC)NC(C)=O)O)C=C1 (N-[2-({(2S)-3-[4-(5-fluoro-2-oxo-2,3-dihydro-1H-benzimidazol-1-yl)-1-piperidinyl]-2-hydroxypropyl}oxy)-4-methoxyphenyl]acetamide), CN(C)C=O (DMF), B(Br)(Br)Br (boron tribromide). Solvent: C(Cl)Cl (CH2Cl2), ClCCl (dichloromethane). Run at time 8 hour. Product: BrC=1C(=CC(=C(C1)NC(C)=O)OC[C@H](CN1CCC(CC1)N1C(NC2=C1C=CC(=C2)F)=O)O)OC (N-[5-Bromo-2-({(2S)-3-[4-(5-fluoro-2-oxo-2,3-dihydro-1H-benzimidazol-1-yl)-1-piperidinyl]-2-hydroxypropyl}oxy)-4-methoxyphenyl]acetamide). Isolated yield 45.0%. As a reaction SMILES: [F:1][C:2]1[CH:34]=[CH:33][C:5]2[N:6]([CH:10]3[CH2:15][CH2:14][N:13]([CH2:16][C@H:17]([OH:32])[CH2:18][O:19][C:20]4[CH:25]=[C:24]([O:26][CH3:27])[CH:23]=[CH:22][C:21]=4[NH:28][C:29](=[O:31])[CH3:30])[CH2:12][CH2:11]3)[C:7](=[O:9])[NH:8][C:4]=2[CH:3]=1.CN(C=O)C.B(Br)(Br)[Br:41]>C(Cl)Cl>[Br:41][C:23]1[C:24]([O:26][CH3:27])=[CH:25][C:20]([O:19][CH2:18][C@@H:17]([OH:32])[CH2:16][N:13]2[CH2:12][CH2:11][CH:10]([N:6]3[C:5]4[CH:33]=[CH:34][C:2]([F:1])=[CH:3][C:4]=4[NH:8][C:7]3=[O:9])[CH2:15][CH2:14]2)=[C:21]([NH:28][C:29](=[O:31])[CH3:30])[CH:22]=1. Reported procedure: To a stirred suspension of N-[2-({(2S)-3-[4-(5-fluoro-2-oxo-2,3-dihydro-1H-benzimidazol-1-yl)-1-piperidinyl]-2-hydroxypropyl}oxy)-4-methoxyphenyl]acetamide (Example 32 iii)) (0.17 g, 0.36 mmol) in CH2Cl2 (5 ml) with some drops of DMF a solution of boron tribromide (BBr3) in dichloromethane (CH2Cl2) (1M, 1.08 mmol, 1.08 ml) was added dropwise under nitrogen. The stirring was continued overnight art room temperature. Then the reaction mixture was quenched with methanol, diluted with water and extr... Starting materials: C(=O)(O)[C@H](O)[C@@H](O)C(=O)O.C[C@H]1NCCC1 ((2R)-2-Methylpyrrolidine L-tartrate), BrCCC1=CC=C(C=C1)[N+](=O)[O-] (1-(2-bromoethyl)-4-nitrobenzene), C([O-])([O-])=O.[K+].[K+] (potassium carbonate). Solvent: CN(C)C=O (DMF), C(C)OCC (diethyl ether). Conditions: time 16 hour. Yields the product C[C@H]1N(CCC1)CCC1=CC=C(C=C1)[N+](=O)[O-] ((2R)-2-methyl-1-[2-(4-nitrophenyl)ethyl]pyrrolidine). As a reaction SMILES: C([C@@H]([C@H](C(O)=O)O)O)(O)=O.[CH3:11][C@@H:12]1[CH2:16][CH2:15][CH2:14][NH:13]1.Br[CH2:18][CH2:19][C:20]1[CH:25]=[CH:24][C:23]([N+:26]([O-:28])=[O:27])=[CH:22][CH:21]=1.C(=O)([O-])[O-].[K+].[K+]>CN(C=O)C.C(OCC)C>[CH3:11][C@@H:12]1[CH2:16][CH2:15][CH2:14][N:13]1[CH2:18][CH2:19][C:20]1[CH:21]=[CH:22][C:23]([N+:26]([O-:28])=[O:27])=[CH:24][CH:25]=1 |f:0.1,3.4.5|. Procedure details: (2R)-2-Methylpyrrolidine L-tartrate (4.0 g, 17.0 mmol), 1-(2-bromoethyl)-4-nitrobenzene (9.8 g, 43 mmol), and potassium carbonate (12 g, 85 mmol), were combined in DMF (20 mL) in a sealed tube at 50° C. and stirred vigorously for 16 hours. The mixture was allowed to cool to room temperature, diluted with diethyl ether (100 mL), washed with water (2 times, 100 mL and then 50 mL), and extracted with 1 M HCl (2 times, 50 mL and 25 mL). The aqueous acidic extractions were combined, washed with dieth...